Task: describe an organic reaction: reactants, conditions, products, and yield. Dataset: the Open Reaction Database (ORD), a public repository of structured organic reaction records Reactants: CC(C)(C)OC(=O)N1CCN(CCCCl)CC1, [K+], [K+], N#CC1(c2ccc(OCCCN3CCCC3)cc2)CCOCC1, O=C([O-])[O-], CN(C)C=O. Product: CC(C)(C)OC(=O)N1CCN(CCCOc2ccc(C3(C#N)CCOCC3)cc2)CC1. Reaction SMILES: [C:24]([CH3:25])([CH3:26])([CH3:27])[O:28][C:29](=[O:30])[N:31]1[CH2:32][CH2:33][N:34]([CH2:35][CH2:36][CH2:37][Cl:38])[CH2:39][CH2:40]1.[K+:41].[K+:42].[N:1]1([CH2:6][CH2:7][CH2:8][O:9][c:10]2[cH:11][cH:12][c:13]([C:16]3([C:22]#[N:23])[CH2:17][CH2:18][O:19][CH2:20][CH2:21]3)[cH:14][cH:15]2)[CH2:2][CH2:3][CH2:4][CH2:5]1.[O-:43][C:44]([O-:45])=[O:46].[O:47]=[CH:48][N:49]([CH3:50])[CH3:51]>>[N:1]1([CH2:6][CH2:7][CH2:8][O:9][c:10]2[cH:11][cH:12][c:13]([C:16]3([C:22]#[N:23])[CH2:17][CH2:18][O:19][CH2:20][CH2:21]3)[cH:14][cH:15]2)[CH2:2][CH2:3][N:31]([C:29]([O:28][C:24]([CH3:25])([CH3:26])[CH3:27])=[O:30])[CH2:4][CH2:5]1. Starting materials: O (water), BrC=1C=CC=2N(C1)C=C(N2)NC(C(F)(F)F)=O (N-(6-Bromo-imidazo[1,2-a]pyridin-2-yl)-2,2,2-trifluoro-acetamide), C(=O)([O-])[O-].[Cs+].[Cs+] (Cs2CO3), BrC=1C=CC=2N(C1)C=C(N2)NC(C(F)(F)F)=O (N-(6-Bromo-imidazo[1,2-a]pyridin-2-yl)-2,2,2-trifluoro-acetamide), COC1=NC=C(C=C1)B(O)O (2-methoxy-5-pyridineboronic acid). Reagents/catalysts: C=1C=CC(=CC1)[P](C=2C=CC=CC2)(C=3C=CC=CC3)[Pd]([P](C=4C=CC=CC4)(C=5C=CC=CC5)C=6C=CC=CC6)([P](C=7C=CC=CC7)(C=8C=CC=CC8)C=9C=CC=CC9)[P](C=1C=CC=CC1)(C=1C=CC=CC1)C=1C=CC=CC1 (Pd(PPh3)4). The solvent is O1CCOCC1 (1,4-dioxane). Conditions: time 8 hour. Product: COC1=CC=C(C=N1)C=1C=CC=2N(C1)C=C(N2)N (6-(6-Methoxy-pyridin-3-yl)-imidazo[1,2-a]pyridin-2-ylamine). RXN SMILES: Br[C:2]1[CH:3]=[CH:4][C:5]2[N:6]([CH:8]=[C:9]([NH:11]C(=O)C(F)(F)F)[N:10]=2)[CH:7]=1.[CH3:18][O:19][C:20]1[CH:25]=[CH:24][C:23](B(O)O)=[CH:22][N:21]=1.C([O-])([O-])=O.[Cs+].[Cs+].O>C1C=CC([P]([Pd]([P](C2C=CC=CC=2)(C2C=CC=CC=2)C2C=CC=CC=2)([P](C2C=CC=CC=2)(C2C=CC=CC=2)C2C=CC=CC=2)[P](C2C=CC=CC=2)(C2C=CC=CC=2)C2C=CC=CC=2)(C2C=CC=CC=2)C2C=CC=CC=2)=CC=1.O1CCOCC1>[CH3:18][O:19][C:20]1[N:21]=[CH:22][C:23]([C:2]2[CH:3]=[CH:4][C:5]3[N:6]([CH:8]=[C:9]([NH2:11])[N:10]=3)[CH:7]=2)=[CH:24][CH:25]=1 |f:2.3.4,^1:39,41,60,79|. Procedure: N-(6-Bromo-imidazo[1,2-a]pyridin-2-yl)-2,2,2-trifluoro-acetamide (Intermediate A1, step 3) (0.84 g, 2.72 mmol), 2-methoxy-5-pyridineboronic acid (0.50 g, 3.27 mmol) and dry 1,4-dioxane (10 ml) are placed in a microwave vial and purged with Argon. Pd(PPh3)4 (0.16 g, 0.14 mmol) is added followed by a solution of Cs2CO3 in water (2.66 g, 8.16 mmol in 3 ml). The reaction mixture is heated using microwave radiation at 150° C. for 45 minutes and then left overnight at room temperature. The mixture is ... Starting materials: IN1C(CCC1=O)=O (N-iodosuccinimide), CCN(CC)C(=O)N[C@H]1C[C@@H]2C3=CC=CC4=C3C(=CN4)C[C@H]2N(C1)C (terguride), C([O-])(O)=O (bicarbonate). Solvent: O1CCOCC1 (dioxane). Conditions: time 30 minute. The product is C(C)N(C(=O)N[C@@H]1CN([C@@H]2CC3=C(NC4=CC=CC([C@H]2C1)=C34)I)C)CC (1,1-diethyl-3-(2-iodo-6-methyl-8α-ergolinyl)urea). Yield: 76.0%. Reaction SMILES: [CH3:1][CH2:2][N:3]([C:6]([NH:8][C@@H:9]1[CH2:24][N:23]([CH3:25])[C@H:22]2[C@@H:11]([C:12]3[C:17]4[C:18]([CH2:21]2)=[CH:19][NH:20][C:16]=4[CH:15]=[CH:14][CH:13]=3)[CH2:10]1)=[O:7])[CH2:4][CH3:5].[I:26]N1C(=O)CCC1=O.C(=O)(O)[O-]>O1CCOCC1>[CH2:4]([N:3]([CH2:2][CH3:1])[C:6]([NH:8][C@H:9]1[CH2:10][C@H:11]2[C@@H:22]([CH2:21][C:18]3[C:17]4[C:16](=[CH:15][CH:14]=[CH:13][C:12]2=4)[NH:20][C:19]=3[I:26])[N:23]([CH3:25])[CH2:24]1)=[O:7])[CH3:5]. Procedure details: A solution is prepared from 1 mmol of terguride in 20 ml of anhydrous dioxane, combined with about 1.5 ml of N-iodosuccinimide at room temperature and stirred for 30 minutes. The reaction mixture is then poured into a saturated bicarbonate solution, extracted with methylene chloride and the organic phase is dried with magnesium sulfate. After evaporation of the solvent, the residue is chromatographed on silica gel, thus obtaining in a 76% yield 1,1-diethyl-3-(2-iodo-6-methyl-8α-ergolinyl)urea.